From a dataset of the Open Reaction Database (ORD), a public repository of structured organic reaction records. describe an organic reaction: reactants, conditions, products, and yield Reactants: Cc1ccc(S(=O)(=O)O)cc1, CC(C)(C#CC(=O)c1ccc(Cl)cc1)O[Si](C)(C)C, ClCCl, O. Product: CC(C)(O)C#CC(=O)c1ccc(Cl)cc1. RXN SMILES: [CH3:20][c:21]1[cH:22][cH:23][c:24]([S:25]([OH:26])(=[O:27])=[O:28])[cH:29][cH:30]1.[Cl:1][c:2]1[cH:3][cH:4][c:5]([C:8]([C:9]#[C:10][C:11]([CH3:12])([O:13][Si:14]([CH3:15])([CH3:16])[CH3:17])[CH3:18])=[O:19])[cH:6][cH:7]1.[Cl:31][CH2:32][Cl:33].[OH2:34]>>[Cl:1][c:2]1[cH:3][cH:4][c:5]([C:8]([C:9]#[C:10][C:11]([CH3:12])([OH:13])[CH3:18])=[O:19])[cH:6][cH:7]1. The reactants are C(C)OC(=O)C=1NC(=C2C=C(C=CC12)Cl)C1=CC=CC=C1 (5-chloro-3-phenylisoindole-1-carboxylic acid ethyl ester), C(C)N(C(CCl)=O)CC (N,N-diethylchloroacetamide), CN(P(N(C)C)(N(C)C)=O)C (hexamethylphosphoric acid triamide), [H-].[Na+] (sodium hydride), ice water. Run in C(C)O (ethanol). Reaction conditions: temperature 80 celsius, time 15 minute. Yields the product C(C)OC(=O)C=1N(C(=C2C=C(C=CC12)Cl)C1=CC=CC=C1)CC(N(CC)CC)=O (5-chloro-2-[(diethylcarbamoyl)methyl]-3-phenylisoindole-1-carboxylic acid ethyl ester). RXN SMILES: [CH2:1]([O:3][C:4]([C:6]1[NH:7][C:8]([C:16]2[CH:21]=[CH:20][CH:19]=[CH:18][CH:17]=2)=[C:9]2[C:14]=1[CH:13]=[CH:12][C:11]([Cl:15])=[CH:10]2)=[O:5])[CH3:2].CN(C)P(=O)(N(C)C)N(C)C.[H-].[Na+].[CH2:35]([N:37]([CH2:42][CH3:43])[C:38](=[O:41])[CH2:39]Cl)[CH3:36]>C(O)C>[CH2:1]([O:3][C:4]([C:6]1[N:7]([CH2:39][C:38](=[O:41])[N:37]([CH2:42][CH3:43])[CH2:35][CH3:36])[C:8]([C:16]2[CH:21]=[CH:20][CH:19]=[CH:18][CH:17]=2)=[C:9]2[C:14]=1[CH:13]=[CH:12][C:11]([Cl:15])=[CH:10]2)=[O:5])[CH3:2] |f:2.3|. Procedure: A solution of 15.0 g. of 5-chloro-3-phenylisoindole-1-carboxylic acid ethyl ester in 250 ml. of hexamethylphosphoric acid triamide is treated under nitrogen at 5° C. with 0.055 mol of sodium hydride (2.5 g. of a 55% dispersion in mineral oil) and then stirred at the same temperature for 15 minutes. At 5°-10° C. a solution of 15 g. of N,N-diethylchloroacetamide in 40 ml. of ethanol is added thereto and the mixture stirred for 30 minutes at room temperature and subsequently heated for 4 hours at 8... The reactants are [Na] (sodium), C(C1=CN=CC=C1)(=O)N1C(CCCC1)C(=O)O (N-nicotinoylpiperidine-2-carboxylic acid), BrC(C(=O)[O-])(C=C)C (2-bromo-2-methylbutenoate), ClCCl.C(C)(=O)OCC (dichloromethane ethyl acetate). Product: CC=1C(=C2CCCCN2C1C=1C=NC=CC1)C(=O)OC (methyl 2-methyl-3-(3-pyridyl)-5,6,7,8-tetrahydroindolizine-1-carboxylate). Reaction SMILES: [Na].[C:2]([N:10]1[CH2:15][CH2:14][CH2:13][CH2:12][CH:11]1[C:16](O)=O)(=O)[C:3]1[CH:8]=[CH:7][CH:6]=[N:5][CH:4]=1.Br[C:20](C)(C=C)[C:21]([O-])=O.ClCCl.[C:30]([O:33][CH2:34]C)(=[O:32])C>>[CH3:20][C:21]1[C:16]([C:30]([O:33][CH3:34])=[O:32])=[C:11]2[N:10]([C:2]=1[C:3]1[CH:4]=[N:5][CH:6]=[CH:7][CH:8]=1)[CH2:15][CH2:14][CH2:13][CH2:12]2 |f:3.4,^1:0|. Procedure: Methyl 2-methyl-3-(3-pyridyl)-5,6,7,8-tetrahydroindolizine-1-carboxylate is prepared as in Example 1, from 2.56 g of the sodium salt of N-nicotinoylpiperidine-2-carboxylic acid and 7.16 g of 2-bromo-2-methylbutenoate. 1.2 g of methyl 2-methyl-3-(3-pyridyl)-5,6,7,8-tetrahydroindolizine-1-carboxylate are thus obtained in the form of an orange oil (Rf=0.25; thin layer chromatography on silica gel; eluent: 8/2 dichloromethane/ethyl acetate). The reactants are FC1=CC=CC=2C3=C(N(C12)C)CCN(C3=O)CC3=C(N=CO3)C (6-fluoro-2,3,4,5-tetrahydro-5-methyl-2-[(4-methyloxazol-5-yl) methyl]-1H-pyrido[4,3-b]indol-1-one), C(=O)N (formamide). Solvent: O (water). Yields the product FC1=CC=CC=2C3=C(N(C12)C)CCN(C3=O)CC=3N=CNC3C (6-Fluoro-2,3,4,5-tetrahydro-5-methyl-2-[(5-methyl-1H-imidazol-4-yl)methyl]-1H-pyrido[4,3-b]indol-1-one). RXN SMILES: [F:1][C:2]1[C:10]2[N:9]([CH3:11])[C:8]3[CH2:12][CH2:13][N:14]([CH2:17][C:18]4O[CH:21]=[N:20][C:19]=4[CH3:23])[C:15](=[O:16])[C:7]=3[C:6]=2[CH:5]=[CH:4][CH:3]=1.C([NH2:26])=O>O>[F:1][C:2]1[C:10]2[N:9]([CH3:11])[C:8]3[CH2:12][CH2:13][N:14]([CH2:17][C:18]4[N:26]=[CH:21][NH:20][C:19]=4[CH3:23])[C:15](=[O:16])[C:7]=3[C:6]=2[CH:5]=[CH:4][CH:3]=1. Procedure: A mixture of 6-fluoro-2,3,4,5-tetrahydro-5-methyl-2-[(4-methyloxazol-5-yl) methyl]-1H-pyrido[4,3-b]indol-1-one (180 mg) and formamide (20 ml) was heated at 180° for 18 h. The solution was then cooled (0°), diluted with water (100 ml) and extracted with dichloromethane (3×100 ml). The combined extracts were concentrated in vacuo and purified by FCC eluting with System A (100:8:1) to give the title compound (110 mg), m.p. 230°-233°. The reactants are ClC=1N=C(C2=C(N1)C(CC2)C2=CC=C(C=C2)F)NC (2-chloro-7-(4-fluorophenyl)-N-methyl-6,7-dihydro-5H-cyclopenta[d]pyrimidin-4-amine), ClC=1N=CN(C1)C1=C(C=C(N)C=C1)OC (4-(4-chloro-1H-imidazol-1-yl)-3-methoxyaniline). The solvent is C1CCOC1 (THF), C(C)(=O)O (acetic acid). The product is ClC=1N=CN(C1)C1=C(C=C(C=C1)NC=1N=C(C2=C(N1)C(CC2)C2=CC=C(C=C2)F)NC)OC (N2-(4-(4-chloro-1H-imidazol-1-yl)-3-methoxyphenyl)-7-(4-fluorophenyl)-N4-methyl-6,7-dihydro-5H-cyclopenta[d]pyrimidine-2,4-diamine). Yield: 40.4%. RXN SMILES: Cl[C:2]1[N:3]=[C:4]([NH:18][CH3:19])[C:5]2[CH2:10][CH2:9][CH:8]([C:11]3[CH:16]=[CH:15][C:14]([F:17])=[CH:13][CH:12]=3)[C:6]=2[N:7]=1.[Cl:20][C:21]1[N:22]=[CH:23][N:24]([C:26]2[CH:32]=[CH:31][C:29]([NH2:30])=[CH:28][C:27]=2[O:33][CH3:34])[CH:25]=1>C1COCC1.C(O)(=O)C>[Cl:20][C:21]1[N:22]=[CH:23][N:24]([C:26]2[CH:32]=[CH:31][C:29]([NH:30][C:2]3[N:3]=[C:4]([NH:18][CH3:19])[C:5]4[CH2:10][CH2:9][CH:8]([C:11]5[CH:16]=[CH:15][C:14]([F:17])=[CH:13][CH:12]=5)[C:6]=4[N:7]=3)=[CH:28][C:27]=2[O:33][CH3:34])[CH:25]=1. Procedure: A solution of 2-chloro-7-(4-fluorophenyl)-N-methyl-6,7-dihydro-5H-cyclopenta[d]pyrimidin-4-amine (307.5 mg, 1.107 mmol) and 4-(4-chloro-1H-imidazol-1-yl)-3-methoxyaniline (248 mg, 1.107 mmol) in THF (3 mL) and acetic acid (3.00 mL) was heated at 80° C. overnight. The solvent was removed in vacuum and the residue was triturated with methanol, cooled in the freezer and filtered. The precipitate was thoroughly washed with methanol and dried to give N2-(4-(4-chloro-1H-imidazol-1-yl)-3-methoxyphenyl)... Starting materials: FC(C=1C=C(C(=CC1C(F)(F)F)N)N)(F)F (4,5-bis-trifluoromethyl-benzene-1,2-diamine), C(C)(C)(C)OC(CC(C1=CC(=CC=C1)C1=CC(=NC=C1)COC1OCCCC1)=O)=O ((RS)-3-oxo-3-{3-[2-(tetrahydro-pyran-2-yloxymethyl)-pyridin-4-yl]-phenyl}-propionic acid tert-butyl ester), C(=O)(C(F)(F)F)O (TFA). The solvent is C1(=CC=CC=C1)C (toluene), C(Cl)Cl (CH2Cl2). Product: OCC1=NC=CC(=C1)C=1C=C(C=CC1)C1=NC2=C(NC(C1)=O)C=C(C(=C2)C(F)(F)F)C(F)(F)F (4-[3-(2-Hydroxymethyl-pyridin-4-yl)-phenyl]-7,8-bis-trifluoromethyl-1,3-dihydro-benzo[b][1,4]diazepin-2-one), solid. Isolated yield 61.0%. As a reaction SMILES: [F:1][C:2]([F:16])([F:15])[C:3]1[CH:4]=[C:5]([NH2:14])[C:6]([NH2:13])=[CH:7][C:8]=1[C:9]([F:12])([F:11])[F:10].C([O:21][C:22](=O)[CH2:23][C:24](=O)[C:25]1[CH:30]=[CH:29][CH:28]=[C:27]([C:31]2[CH:36]=[CH:35][N:34]=[C:33]([CH2:37][O:38]C3CCCCO3)[CH:32]=2)[CH:26]=1)(C)(C)C.C(O)(C(F)(F)F)=O>C1(C)C=CC=CC=1.C(Cl)Cl>[OH:38][CH2:37][C:33]1[CH:32]=[C:31]([C:27]2[CH:26]=[C:25]([C:24]3[CH2:23][C:22](=[O:21])[NH:13][C:6]4[CH:7]=[C:8]([C:9]([F:12])([F:11])[F:10])[C:3]([C:2]([F:15])([F:16])[F:1])=[CH:4][C:5]=4[N:14]=3)[CH:30]=[CH:29][CH:28]=2)[CH:36]=[CH:35][N:34]=1. Procedure details: The title compound was prepared from 4,5-bis-trifluoromethyl-benzene-1,2-diamine [CAS-No. 30454-92-3] (244 mg, 1.0 mmol) and (RS)-3-oxo-3-{3-[2-(tetrahydro-pyran-2-yloxymethyl)-pyridin-4-yl]-phenyl}-propionic acid tert-butyl ester (Example K40) (412 mg, 1.0 mmol) in toluene (10 ml) under reflux conditions for 2 h according to the general procedure M and subsequent treatment with TFA in CH2Cl2 according to the general procedure N. Obtained as a light yellow solid (291 mg, 61%). Starting materials: FC=1C=C(C=CC1[N+](=O)[O-])O (3-fluoro-4-nitrophenol), FC1=CC=C(CBr)C=C1 (4-fluorobenzyl bromide), C([O-])([O-])=O.[K+].[K+] (potassium carbonate). Run in CC(=O)C (acetone). The product is FC1=C(C=CC(=C1)OCC1=CC=C(C=C1)F)[N+](=O)[O-] (2-Fluoro-4-(4-fluoro-benzyloxy)-nitrobenzene). Isolated yield 86.0%. RXN SMILES: [F:1][C:2]1[CH:3]=[C:4]([OH:11])[CH:5]=[CH:6][C:7]=1[N+:8]([O-:10])=[O:9].[F:12][C:13]1[CH:20]=[CH:19][C:16]([CH2:17]Br)=[CH:15][CH:14]=1.C(=O)([O-])[O-].[K+].[K+]>CC(C)=O>[F:1][C:2]1[CH:3]=[C:4]([O:11][CH2:17][C:16]2[CH:19]=[CH:20][C:13]([F:12])=[CH:14][CH:15]=2)[CH:5]=[CH:6][C:7]=1[N+:8]([O-:10])=[O:9] |f:2.3.4|. Procedure details: A solution of 3-fluoro-4-nitrophenol (5.0 g, 32 mmol) and 4-fluorobenzyl bromide (6.3 g, 33 mmol) in acetone (50 mL) containing potassium carbonate (5.3 g, 38 mmol) was heated under reflux for 2 h. After cooling to room temperature the mixture was filtered and evaporated to leave the title compound (7.3 g, 86%) as a light yellow solid. MS: m/e=265.1 (M++H).